Dataset: the Open Reaction Database (ORD), a public repository of structured organic reaction records. Task: describe an organic reaction: reactants, conditions, products, and yield Reactants: C(C1=CC=CC=C1)=O (benzaldehyde), SC(CO)CS (2,3-dimercaptopropanol). The product is OCC1SC(SC1)C1=CC=CC=C1 (4-Hydroxymethyl 2-Phenyl 1,3-Dithiolane). Reaction SMILES: [CH:1](=O)[C:2]1[CH:7]=[CH:6][CH:5]=[CH:4][CH:3]=1.[SH:9][CH:10]([CH2:13][SH:14])[CH2:11][OH:12]>>[OH:12][CH2:11][CH:10]1[CH2:13][S:14][CH:1]([C:2]2[CH:7]=[CH:6][CH:5]=[CH:4][CH:3]=2)[S:9]1. Procedure details: According to the procedure of Example 1, 35 g. (0.33 mole) of benzaldehyde and 40 g. (0.33 mole) of 2,3-dimercaptopropanol were reacted to yield 63.6 g. of crude product. After recrystallization 42.4 (56%) of the desired product were obtained as shown by nmr spectroscopy. The reactants are C1(CCCCCC1)NC(=S)N (N-cycloheptylthiourea), BrC1(CCC1)C(=O)OCC (ethyl 1-bromocyclobutanecarboxylate). Product: C1(CCCCCC1)NC=1SC2(CCC2)C(N1)=O (6-(Cycloheptylamino)-5-thia-7-azaspiro[3.4]oct-6-en-8-one). Reaction SMILES: [CH:1]1([NH:8][C:9]([NH2:11])=[S:10])[CH2:7][CH2:6][CH2:5][CH2:4][CH2:3][CH2:2]1.Br[C:13]1([C:17](OCC)=[O:18])[CH2:16][CH2:15][CH2:14]1>>[CH:1]1([NH:8][C:9]2[S:10][C:13]3([C:17](=[O:18])[N:11]=2)[CH2:16][CH2:15][CH2:14]3)[CH2:7][CH2:6][CH2:5][CH2:4][CH2:3][CH2:2]1. Procedure: Synthesis was performed from N-cycloheptylthiourea and ethyl 1-bromocyclobutanecarboxylate according to Method D. Starting materials: ClC=1C=C(C=CC1C#N)CC(=O)OC (methyl 2-(3-chloro-4-cyanophenyl)acetate), [H-].[Na+] (sodium hydride), IC (iodomethane). Solvent: CN(C=O)C (dimethylformamide), O (water), C(C)(=O)OCC (ethyl acetate). Run at temperature 0 celsius, time 1 hour. Product: ClC=1C=C(C=CC1C#N)C(C(=O)OC)C (methyl 2-(3-chloro-4-cyanophenyl)propanoate). Yield: 64.6%. As a reaction SMILES: [Cl:1][C:2]1[CH:3]=[C:4]([CH2:10][C:11]([O:13][CH3:14])=[O:12])[CH:5]=[CH:6][C:7]=1[C:8]#[N:9].[H-].[Na+].I[CH3:18]>CN(C)C=O.O.C(OCC)(=O)C>[Cl:1][C:2]1[CH:3]=[C:4]([CH:10]([CH3:18])[C:11]([O:13][CH3:14])=[O:12])[CH:5]=[CH:6][C:7]=1[C:8]#[N:9] |f:1.2|. Procedure details: To a stirred solution of methyl 2-(3-chloro-4-cyanophenyl)acetate (931 mg, 4.441 mmol) in dimethylformamide were added 60% sodium hydride (178 mg, 4.441 mmol) and iodomethane (0.3 mL, 4.441 mmol) at 0° C. The reaction mixture was stirred for 1 h at 0° C., then diluted with water. The residue dissolved in ethyl acetate and washed with water and brine. The organic layer was dried over magnesium sulfate and filtered. The filtrate removed in vacuo. The crude was purified by column chromatography to ... Starting materials: CCCCC(=O)Cl, CC(C)(C)OC(=O)C(CCCCO)CC1(C(=O)NC2CCC(C(=O)OCc3ccccc3)CC2)CCCC1, Cl, c1ccncc1. The product is CCCCC(=O)OCCCCC(CC1(C(=O)NC2CCC(C(=O)OCc3ccccc3)CC2)CCCC1)C(=O)OC(C)(C)C. As a reaction SMILES: [C:1]([CH2:2][CH2:3][CH2:4][CH3:5])(=[O:6])[Cl:7].[C:8]([CH3:9])([CH3:10])([CH3:11])[O:12][C:13]([CH:14]([CH2:15][C:16]1([C:21]([NH:22][CH:23]2[CH2:24][CH2:25][CH:26]([C:29](=[O:30])[O:31][CH2:32][c:33]3[cH:34][cH:35][cH:36][cH:37][cH:38]3)[CH2:27][CH2:28]2)=[O:39])[CH2:17][CH2:18][CH2:19][CH2:20]1)[CH2:40][CH2:41][CH2:42][CH2:43][OH:44])=[O:45].[ClH:46].[cH:47]1[cH:48][cH:49][n:50][cH:51][cH:52]1>>[C:1]([CH2:2][CH2:3][CH2:4][CH3:5])(=[O:6])[O:44][CH2:43][CH2:42][CH2:41][CH2:40][CH:14]([C:13]([O:12][C:8]([CH3:9])([CH3:10])[CH3:11])=[O:45])[CH2:15][C:16]1([C:21]([NH:22][CH:23]2[CH2:24][CH2:25][CH:26]([C:29](=[O:30])[O:31][CH2:32][c:33]3[cH:34][cH:35][cH:36][cH:37][cH:38]3)[CH2:27][CH2:28]2)=[O:39])[CH2:17][CH2:18][CH2:19][CH2:20]1. Starting materials: N1(CCCC1)CCCOC1=CC=C(C=C1)C1(CCOCC1)C#N (4-[4-(3-pyrrolidin-1-ylpropoxy)phenyl]tetrahydro-2H-pyran-4-carbonitrile), ClCCCN1C(CCC1)C (1-(3-chloro-propyl)-2-methyl-pyrrolidine), C(=O)([O-])[O-].[K+].[K+] (K2CO3). Solvent: CN(C)C=O (DMF). The product is CC1N(CCC1)CCCOC1=CC=C(C=C1)C1(CCOCC1)C#N (4-{4-[3-(2-Methylpyrrolidin-1-yl)-propoxy]-phenyl}tetra-hydropyran-4-carbonitrile). Isolated yield 88.4%. As a reaction SMILES: [N:1]1([CH2:6][CH2:7][CH2:8][O:9][C:10]2[CH:15]=[CH:14][C:13]([C:16]3([C:22]#[N:23])[CH2:21][CH2:20][O:19][CH2:18][CH2:17]3)=[CH:12][CH:11]=2)[CH2:5][CH2:4][CH2:3][CH2:2]1.Cl[CH2:25]CCN1CCCC1C.C([O-])([O-])=O.[K+].[K+]>CN(C=O)C>[CH3:25][CH:2]1[CH2:3][CH2:4][CH2:5][N:1]1[CH2:6][CH2:7][CH2:8][O:9][C:10]1[CH:15]=[CH:14][C:13]([C:16]2([C:22]#[N:23])[CH2:17][CH2:18][O:19][CH2:20][CH2:21]2)=[CH:12][CH:11]=1 |f:2.3.4|. Procedure details: 4-[4-(3-pyrrolidin-1-ylpropoxy)phenyl]tetrahydro-2H-pyran-4-carbonitrile (315 mg, 1.55 mmol), 1-(3-chloro-propyl)-2-methyl-pyrrolidine (400 mg, 2.48 mmol), DMF (6 ml) and K2CO3 (833 mg, 6.03 mmol) were reacted together according to general procedure E. Purification by chromatography on silica, eluant DCM:MeOH:NH3 (92:6:2) provided the title compound (450 mg, 88%) as an orange oil. 1H NMR (400 MHz, CDCl3), δ 7.37 (d, 2H), 6.93 (d, 2H), 4.12-3.99 (m, 4H), 3.89 (td, 2H), 2.35-1.62 (m, 14H), 1.42 (m... Starting materials: C(=O)(OCC)C1C([C@H]2C=3C=CC=CC3[C@H]1C1=CC=CC=C21)C(=O)O (trans-12-carboethoxy-11-carboxy-9,10-dihydro-9,10-ethanoanthracene), N(=[N+]=[N-])C1C([C@@H]2C3=CC=CC=C3[C@@H]1C=1C=CC=CC21)C(=O)OCC (trans-11-azido-12-carboethoxy-9,10-dihydro-9,10-ethanoanthracene), C(=O)(OCC1=CC=CC=C1)NC1C([C@@H]2C3=CC=CC=C3[C@@H]1C=1C=CC=CC21)C(=O)OCC (trans-11-(N-carbobenzyloxyamino)-12-carboethoxy-9,10-dihydro-9,10-ethanoanthracene), C(C1=CC=CC=C1)O (benzyl alcohol), ClC(=O)OCC (Ethyl chloroformate), ice water, [H][H] (hydrogen), [H][H] (hydrogen), [N-]=[N+]=[N-].[Na+] (Sodium azide), [N-]=[N+]=[N-] (azide). Reagents/catalysts: [Pd] (palladium on charcoal). Solvent: O (water), C(C)(=O)OCC (ethyl acetate), C1(=CC=CC=C1)C (toluene), CC(=O)C (acetone), O (water), C(C)OCC (diethyl ether), CC(=O)C (acetone). Conditions: temperature 0 celsius. Product: NC1C([C@@H]2C3=CC=CC=C3[C@@H]1C=1C=CC=CC21)C(=O)OCC (trans-11-amino-12-carboethoxy-9,10-dihydro-9,10-ethanoanthracene). Reaction SMILES: [C:1]([CH:6]1[C@@H:15]2[C:16]3[C:21]([C@H:8]([C:9]4[CH:10]=[CH:11][CH:12]=[CH:13][C:14]=42)[CH:7]1C(O)=O)=[CH:20][CH:19]=[CH:18][CH:17]=3)([O:3][CH2:4][CH3:5])=[O:2].ClC(OCC)=O.[N-:31]=[N+]=[N-].[Na+].N(C1[C@H]2C3C=CC=CC=3[C@@H](C3C2=CC=CC=3)C1C(OCC)=O)=[N+]=[N-].[N-]=[N+]=[N-].C(O)C1C=CC=CC=1.C(NC1[C@H]2C3C=CC=CC=3[C@@H](C3C2=CC=CC=3)C1C(OCC)=O)(OCC1C=CC=CC=1)=O.[H][H]>[Pd].C(OCC)C.C(OCC)(=O)C.C1(C)C=CC=CC=1.O.CC(C)=O>[NH2:31][CH:7]1[C@H:8]2[C:21]3[CH:20]=[CH:19][CH:18]=[CH:17][C:16]=3[C@@H:15]([C:14]3[C:9]2=[CH:10][CH:11]=[CH:12][CH:13]=3)[CH:6]1[C:1]([O:3][CH2:4][CH3:5])=[O:2] |f:2.3|. Procedure: A solution of trans-12-carboethoxy-11-carboxy-9,10-dihydro-9,10-ethanoanthracene prepared as set forth in Example 1 (19.3 g., 60 mmoles) in 11 ml. of water and 100 ml. of acetone is cooled to 0° C. Ethyl chloroformate (8.6 g., 79 mmoles) in 30 ml. of acetone is added dropwise at 0° C., then the mixture is stirred at 0° C. for about thirty minutes. Sodium azide (6.2 g., 94 mmoles) in 20 ml. of water is added at 0° C., and the mixture is stirred at 0° C. for 1 hour, then poured into 500 ml. of ice... Reactants: CO, [H][H], O=C1CCC(=O)N(CCCCN2CC3CN(C(=O)OCc4ccccc4)CC32)c2ccccc21. Product: O=C1CCC(=O)N(CCCCN2CC3CNCC32)c2ccccc21. RXN SMILES: [CH3:37][OH:38].[H:35][H:36].[O:1]=[C:2]1[N:3]([CH2:14][CH2:15][CH2:16][CH2:17][N:18]2[CH:19]3[CH2:20][N:21]([C:25]([O:26][CH2:27][c:28]4[cH:29][cH:30][cH:31][cH:32][cH:33]4)=[O:34])[CH2:22][CH:23]3[CH2:24]2)[c:4]2[c:5]([cH:10][cH:11][cH:12][cH:13]2)[C:6](=[O:9])[CH2:7][CH2:8]1>>[O:1]=[C:2]1[N:3]([CH2:14][CH2:15][CH2:16][CH2:17][N:18]2[CH:19]3[CH2:20][NH:21][CH2:22][CH:23]3[CH2:24]2)[c:4]2[c:5]([cH:10][cH:11][cH:12][cH:13]2)[C:6](=[O:9])[CH2:7][CH2:8]1.